Dataset: the Open Reaction Database (ORD), a public repository of structured organic reaction records. Task: describe an organic reaction: reactants, conditions, products, and yield Starting materials: CN=C=O, ClCCl, Nc1ccc2c(c1)C(CN1CCC(c3ccc(F)cc3)CC1)CC2. Product: CNC(=O)Nc1ccc2c(c1)C(CN1CCC(c3ccc(F)cc3)CC1)CC2. Reaction SMILES: [CH3:25][N:26]=[C:27]=[O:28].[Cl:29][CH2:30][Cl:31].[NH2:1][c:2]1[cH:3][cH:4][c:5]2[c:9]([cH:10]1)[CH:8]([CH2:11][N:12]1[CH2:13][CH2:14][CH:15]([c:18]3[cH:19][cH:20][c:21]([F:24])[cH:22][cH:23]3)[CH2:16][CH2:17]1)[CH2:7][CH2:6]2>>[NH:1]([c:2]1[cH:3][cH:4][c:5]2[c:9]([cH:10]1)[CH:8]([CH2:11][N:12]1[CH2:13][CH2:14][CH:15]([c:18]3[cH:19][cH:20][c:21]([F:24])[cH:22][cH:23]3)[CH2:16][CH2:17]1)[CH2:7][CH2:6]2)[C:27]([NH:26][CH3:25])=[O:28].